Dataset: the Open Reaction Database (ORD), a public repository of structured organic reaction records. Task: describe an organic reaction: reactants, conditions, products, and yield The reactants are C(C)OC1=CC=CC2=C1OC1C23CCNCC3CCC1 (9-ethoxy-2,3,4,4a,5,6,7,7a-octahydro-1H-benzo[4,5]furo[3,2-e]isoquinoline), C1(CCCCC1)CBr (cyclohexylmethyl bromide), C([O-])([O-])=O.[K+].[K+] (potassium carbonate). Solvent: CN(C=O)C (dimethylformamide). Yields the product C1(CCCCC1)CN1CC2CCCC3C2(CC1)C1=C(O3)C(=CC=C1)OCC (3-cyclohexylmethyl-9-ethoxy-2,3,4,4a,5,6,7,7a-octahydro-1H-benzo[4,5]furo[3,2-e]isoquinoline). RXN SMILES: [CH2:1]([O:3][C:4]1[C:9]2[O:10][CH:11]3[CH2:20][CH2:19][CH2:18][CH:17]4[C:12]3([CH2:13][CH2:14][NH:15][CH2:16]4)[C:8]=2[CH:7]=[CH:6][CH:5]=1)[CH3:2].[CH:21]1([CH2:27]Br)[CH2:26][CH2:25][CH2:24][CH2:23][CH2:22]1.C(=O)([O-])[O-].[K+].[K+]>CN(C)C=O>[CH:21]1([CH2:27][N:15]2[CH2:14][CH2:13][C:12]34[C:8]5[CH:7]=[CH:6][CH:5]=[C:4]([O:3][CH2:1][CH3:2])[C:9]=5[O:10][CH:11]3[CH2:20][CH2:19][CH2:18][CH:17]4[CH2:16]2)[CH2:26][CH2:25][CH2:24][CH2:23][CH2:22]1 |f:2.3.4|. Reported procedure: Treating 9-ethoxy-2,3,4,4a,5,6,7,7a-octahydro-1H-benzo[4,5]furo[3,2-e]isoquinoline with cyclohexylmethyl bromide in the presence of a base such as potassium carbonate in a solvent such as dimethylformamide gives 3-cyclohexylmethyl-9-ethoxy-2,3,4,4a,5,6,7,7a-octahydro-1H-benzo[4,5]furo[3,2-e]isoquinoline ##STR77## The product is C=C(C)C, CC(=O)OC(C)(C)C. As a reaction SMILES: [C:1]([CH3:2])([CH3:3])([CH3:4])[OH:5].[C:6]([CH3:7])(=[O:8])[O:9][C:10]([CH3:11])([CH3:12])[CH3:13].[CH3:15][C:16](=[O:17])[OH:18].[OH2:14]>>[C:1](=[CH2:2])([CH3:3])[CH3:4].[C:6]([CH3:7])(=[O:8])[O:9][C:10]([CH3:11])([CH3:12])[CH3:13]. The reactants are CC(C)(C)O, CC(=O)OC(C)(C)C, CC(=O)O, O. Reaction SMILES: Br[C:2]1C=CC(OC)=C(C=1)C(Cl)=O.Br[C:14]1[CH:15]=[CH:16][C:17]([O:37][CH3:38])=[C:18]([CH:36]=1)[C:19]([NH:21][CH2:22][CH2:23][C:24]1[CH:29]=[CH:28][C:27]([CH2:30][C:31]([O:33]CC)=[O:32])=[CH:26][CH:25]=1)=[O:20].BrC1C=CC(OC)=C(C=1)C(NCCC1C=CC(CC(O)=O)=CC=1)=O>>[CH3:38][O:37][C:17]1[CH:16]=[CH:15][C:14]([CH3:2])=[CH:36][C:18]=1[C:19]([NH:21][CH2:22][CH2:23][C:24]1[CH:25]=[CH:26][C:27]([CH2:30][C:31]([OH:33])=[O:32])=[CH:28][CH:29]=1)=[O:20]. Procedure details: with 5-bromo-2-methoxybenzoyl chloride, via ethyl 4-[2-(5-bromo-2-methoxybenzamido)-ethyl]-phenylacetate (oil), 4-[2-(5-bromo-2-methoxybenzamido)-ethyl]-phenylacetic acid; m.p. 148°-150° C., after recrystallization from isopropanol. Reactants: BrC=1C=CC(=C(C(=O)Cl)C1)OC (5-bromo-2-methoxybenzoyl chloride), BrC=1C=CC(=C(C(=O)NCCC2=CC=C(C=C2)CC(=O)OCC)C1)OC (ethyl 4-[2-(5-bromo-2-methoxybenzamido)-ethyl]-phenylacetate), BrC=1C=CC(=C(C(=O)NCCC2=CC=C(C=C2)CC(=O)O)C1)OC (4-[2-(5-bromo-2-methoxybenzamido)-ethyl]-phenylacetic acid). The product is COC1=C(C(=O)NCCC2=CC=C(C=C2)CC(=O)O)C=C(C=C1)C (4-[2-(2-Methoxy-5-methylbenzamido)-ethyl]-phenylacetic acid).